From a dataset of the Open Reaction Database (ORD), a public repository of structured organic reaction records. describe an organic reaction: reactants, conditions, products, and yield The reactants are ClC1=NC(=C2N=C(N(C2=N1)C)C=O)N1CCOCC1 (2-chloro-9-methyl-6-morpholin-4-yl-9H-purine-8-carbaldehyde), C1(CC1)C=1NC2=C(N1)C=CC=C2 (2-cyclopropylbenzimidazole), CC(C)C1=CC(=C(C(=C1)C(C)C)C2=C(C=CC=C2)P(C3CCCCC3)C4CCCCC4)C(C)C (Xphos), C(=O)([O-])[O-].[Cs+].[Cs+] (Cs2CO3). Reagents/catalysts: C=1C=CC(=CC1)/C=C/C(=O)/C=C/C2=CC=CC=C2.C=1C=CC(=CC1)/C=C/C(=O)/C=C/C2=CC=CC=C2.C=1C=CC(=CC1)/C=C/C(=O)/C=C/C2=CC=CC=C2.[Pd].[Pd] (tris(dibenzylideneacetone)dipalladium). Run in O1CCOCC1 (dioxane), CN(C)C=O (DMF). Conditions: temperature 145 celsius. The product is C1(CC1)C1=NC2=C(N1C1=NC(=C3N=C(N(C3=N1)C)C=O)N1CCOCC1)C=CC=C2 (2-(2-Cyclopropylbenzoimidazol-1-yl)-9-methyl-6-morpholin-4-yl-9H-purine-8-carbaldehyde). Isolated yield 88.5%. As a reaction SMILES: Cl[C:2]1[N:10]=[C:9]2[C:5]([N:6]=[C:7]([CH:12]=[O:13])[N:8]2[CH3:11])=[C:4]([N:14]2[CH2:19][CH2:18][O:17][CH2:16][CH2:15]2)[N:3]=1.[CH:20]1([C:23]2[NH:24][C:25]3[CH:31]=[CH:30][CH:29]=[CH:28][C:26]=3[N:27]=2)[CH2:22][CH2:21]1.CC(C1C=C(C(C)C)C(C2C=CC=CC=2P(C2CCCCC2)C2CCCCC2)=C(C(C)C)C=1)C.C([O-])([O-])=O.[Cs+].[Cs+]>O1CCOCC1.CN(C=O)C.C1C=CC(/C=C/C(/C=C/C2C=CC=CC=2)=O)=CC=1.C1C=CC(/C=C/C(/C=C/C2C=CC=CC=2)=O)=CC=1.C1C=CC(/C=C/C(/C=C/C2C=CC=CC=2)=O)=CC=1.[Pd].[Pd]>[CH:20]1([C:23]2[N:24]([C:2]3[N:10]=[C:9]4[C:5]([N:6]=[C:7]([CH:12]=[O:13])[N:8]4[CH3:11])=[C:4]([N:14]4[CH2:19][CH2:18][O:17][CH2:16][CH2:15]4)[N:3]=3)[C:25]3[CH:31]=[CH:30][CH:29]=[CH:28][C:26]=3[N:27]=2)[CH2:22][CH2:21]1 |f:3.4.5,8.9.10.11.12|. Procedure: A mixture of 2-chloro-9-methyl-6-morpholin-4-yl-9H-purine-8-carbaldehyde (210 mg, 0.79 mmol), 2-cyclopropylbenzimidazole (150 mg, 0.95 mmol), tris(dibenzylideneacetone)dipalladium (44 mg, 0.05 mmol), Xphos (90 mg, 0.18 mmol) and Cs2CO3 (618 mg, 1.90 mmol) in dioxane (3 mL) and DMF (1 mL) was purged with argon then heated at 145° C. for 45 min in a microwave reactor. The reaction mixture was filtered through a pad of celite, washing with EtOAc. The filtrate was concentrated in vacuo and purified ... Reactants: Cl (hydrochloric acid), CC1=NC=CC=C1COC1=CC=C(CN2C=C(C(=C2)C2=CC=CC=C2)CCC(=O)OCC)C=C1 (ethyl 3-[1-[4-(2-methy-3-pyridylmethoxy)benzyl]-4-phenyl-3-pyrrolyl]propionate), [OH-].[Na+] (sodium hydroxide), O1CCCC1 (tetrahydrofuran). Reaction conditions: time 4 hour. Yield: 87.3%. Procedure details: A mixture of ethyl 3-[1-[4-(2-methy-3-pyridylmethoxy)benzyl]-4-phenyl-3-pyrrolyl]propionate (568 mg), 1N aqueous sodium hydroxide solution (3 ml), tetrahydrofuran (6 ml), and ethanol (6 ml) was stirred at room temperature for 4 hours, and 1N hydrochloric acid (3 ml) was added to the mixture, which was extracted with ethyl acetate. The ethyl acetate layer was washed with saturated aqueous sodium chloride solution, dried (MgSO4), then concentrated. The colorless crystals obtained were collected by... Run in C(C)O (ethanol). As a reaction SMILES: [CH3:1][C:2]1[C:7]([CH2:8][O:9][C:10]2[CH:34]=[CH:33][C:13]([CH2:14][N:15]3[CH:19]=[C:18]([C:20]4[CH:25]=[CH:24][CH:23]=[CH:22][CH:21]=4)[C:17]([CH2:26][CH2:27][C:28]([O:30]CC)=[O:29])=[CH:16]3)=[CH:12][CH:11]=2)=[CH:6][CH:5]=[CH:4][N:3]=1.[OH-].[Na+].O1CCCC1.Cl>C(O)C>[CH3:1][C:2]1[C:7]([CH2:8][O:9][C:10]2[CH:34]=[CH:33][C:13]([CH2:14][N:15]3[CH:19]=[C:18]([C:20]4[CH:25]=[CH:24][CH:23]=[CH:22][CH:21]=4)[C:17]([CH2:26][CH2:27][C:28]([OH:30])=[O:29])=[CH:16]3)=[CH:12][CH:11]=2)=[CH:6][CH:5]=[CH:4][N:3]=1 |f:1.2|. Yields the product CC1=NC=CC=C1COC1=CC=C(CN2C=C(C(=C2)C2=CC=CC=C2)CCC(=O)O)C=C1 (3-[1-[4-(2-methyl-3-pyridylmethoxy)benzyl]-4-phenyl-3-pyrrolyl]propionic acid). The reactants are nitro, FC1=C(OC2=CC=CC3=C2SC(=C3)C3=CCN(CC3)C(C)=O)C=CC(=C1)[N+](=O)[O-] (1-(4-(7-(2-Fluoro-4-nitrophenoxy)benzo[b]thiophen-2-yl)-5,6-dihydropyridin-1(2H)-yl)ethanone), [NH4+].[Cl-] (NH4Cl), O (water). Reagents/catalysts: [Fe] (Fe). The solvent is CCO (EtOH). Conditions: time 40 minute. Product: NC1=CC(=C(OC2=C3C(=NC=C2)C=C(S3)C3=CCN(CC3)C(C)=O)C=C1)F (1-(4-(7-(4-Amino-2-fluorophenoxy)thieno[3,2-b]pyridin-2-yl)-5,6-dihydropyridin-1(2H)-yl)ethanone). Yield: 90.4%. RXN SMILES: [F:1][C:2]1[CH:26]=[C:25]([N+:27]([O-])=O)[CH:24]=[CH:23][C:3]=1[O:4][C:5]1[C:10]2[S:11][C:12]([C:14]3[CH2:19][CH2:18][N:17]([C:20](=[O:22])[CH3:21])[CH2:16][CH:15]=3)=[CH:13][C:9]=2C=[CH:7][CH:6]=1.[NH4+:30].[Cl-].O>CCO.[Fe]>[NH2:27][C:25]1[CH:24]=[CH:23][C:3]([O:4][C:5]2[CH:6]=[CH:7][N:30]=[C:9]3[CH:13]=[C:12]([C:14]4[CH2:19][CH2:18][N:17]([C:20](=[O:22])[CH3:21])[CH2:16][CH:15]=4)[S:11][C:10]=23)=[C:2]([F:1])[CH:26]=1 |f:1.2|. Reported procedure: To a mixture of the nitro compound 390 (358.2 mg, 0.87 mmol) and NH4Cl (39.4 mg, 0.74 mmol) in EtOH (8.7 mL)/water (4.3 mL) at 100° C. Fe powder (411.3 mg, 7.36 mmol) was added in one portion and the mixture was heated to reflux under vigorous stirring for 40 min. It was then filtered through Celite®, the Celite® was washed with EtOH and the combined filtrates were concentrated under reduced pressure. The residue was dissolved in DCM, washed with water, dried (anhydrous Na2SO4) and concentrated ... The reactants are C(C)(C)(C)C=1C=C(C(O)=CC1)O (4-tert-butylcatechol), C(CCCCC)(=O)N1CC(C(CC1)(C1=C(C=CC=C1)OS(=O)(=O)C(F)(F)F)C)C (1-hexanoyl-3,4-dimethyl-4-(trifluoromethanesulfonyloxyphenyl)piperidine), C(=C)[Sn](CCCC)(CCCC)CCCC (vinyltributyltin), [Cl-].[Li+] (lithium chloride). The reagents and catalysts are C=1C=CC(=CC1)[P](C=2C=CC=CC2)(C=3C=CC=CC3)[Pd]([P](C=4C=CC=CC4)(C=5C=CC=CC5)C=6C=CC=CC6)([P](C=7C=CC=CC7)(C=8C=CC=CC8)C=9C=CC=CC9)[P](C=1C=CC=CC1)(C=1C=CC=CC1)C=1C=CC=CC1 (tetrakis(triphenylphosphine)palladium(0)). Solvent: O1CCCC1 (tetrahydrofuran). Reaction conditions: time 16 hour. Product: C(CCCCC)(=O)N1CC(C(CC1)(C1=CC(=CC=C1)C=C)C)C (1-Hexanoyl-3,4-dimethyl-4-(3-vinylphenyl)piperidine), oil. Reaction SMILES: [C:1]([N:8]1[CH2:13][CH2:12][C:11]([CH3:28])([C:14]2[CH:19]=[CH:18][CH:17]=[CH:16][C:15]=2OS(C(F)(F)F)(=O)=O)[CH:10]([CH3:29])[CH2:9]1)(=[O:7])[CH2:2][CH2:3][CH2:4][CH2:5][CH3:6].[CH:30]([Sn](CCCC)(CCCC)CCCC)=[CH2:31].[Cl-].[Li+].C(C1C=C(O)C(=CC=1)O)(C)(C)C>O1CCCC1.C1C=CC([P]([Pd]([P](C2C=CC=CC=2)(C2C=CC=CC=2)C2C=CC=CC=2)([P](C2C=CC=CC=2)(C2C=CC=CC=2)C2C=CC=CC=2)[P](C2C=CC=CC=2)(C2C=CC=CC=2)C2C=CC=CC=2)(C2C=CC=CC=2)C2C=CC=CC=2)=CC=1>[C:1]([N:8]1[CH2:13][CH2:12][C:11]([CH3:28])([C:14]2[CH:19]=[CH:18][CH:17]=[C:16]([CH:30]=[CH2:31])[CH:15]=2)[CH:10]([CH3:29])[CH2:9]1)(=[O:7])[CH2:2][CH2:3][CH2:4][CH2:5][CH3:6] |f:2.3,^1:67,69,88,107|. Procedure: To a stirred solution of 1-hexanoyl-3,4-dimethyl-4-(trifluoromethanesulfonyloxyphenyl)piperidine (Preparation 6, 3.0 g, 6.90 mmol) in tetrahydrofuran (30 mL) at room temperature were added sequentially vinyltributyltin (2.12 mL, 7.24 mmol), lithium chloride (585 mg, 13.8 mmol), and tetrakis(triphenylphosphine)palladium(0) (80 mg, 0.69 mmol). The mixture was heated to reflux under a nitrogen atmosphere for 1½ hours at which time a few crystals of 4-tert-butylcatechol were added. Heating at reflux... Reactants: COCCOCC(=O)O (2-methoxyethoxyacetic acid), C([O-])([O-])=O.[K+].[K+] (potassium carbonate), BrCC=1OC(OC1CBr)=O (4,5-Dibromomethyl-2-oxo-1,3-dioxolene). Solvent: C(C)#N (acetonitrile). Reaction conditions: temperature 25 celsius, time 30 minute. Product: BrCC=1OC(OC1COC(COCCOC)=O)=O (4-Bromomethyl-5-(2-methoxyethoxy)acetoxymethyl-2-oxo-1,3-dioxolene). Isolated yield 28.0%. RXN SMILES: Br[CH2:2][C:3]1[O:4][C:5](=[O:10])[O:6][C:7]=1[CH2:8][Br:9].[CH3:11][O:12][CH2:13][CH2:14][O:15][CH2:16][C:17]([OH:19])=[O:18].C(=O)([O-])[O-].[K+].[K+]>C(#N)C>[Br:9][CH2:8][C:7]1[O:6][C:5](=[O:10])[O:4][C:3]=1[CH2:2][O:19][C:17](=[O:18])[CH2:16][O:15][CH2:14][CH2:13][O:12][CH3:11] |f:2.3.4|. Reported procedure: 4,5-Dibromomethyl-2-oxo-1,3-dioxolene (136 mg, 0.50 mmol) was dissolved in acetonitrile (5.0 mL). Thereto were added 2-methoxyethoxyacetic acid (0.057 mL, 0.50 mmol) and potassium carbonate (69 mg, 0.50 mmol) This mixture was stirred at 25° C. for 30 minutes. After the ordinary post-treatment, the reaction product was purified by thin-layer chromatography (developed with chloroform) to obtain Compound S-32 (45 mg, yield 28%). Starting materials: N=C=N (carbodiimide), C(CC)N(CCC)CC=1C=C(N)C=CC1 (3-dipropylaminomethylaniline), N1C(=NC=C1)CN(CC=1NC=CN1)CC1=CC=C(C(=O)O)C=C1 (4-[N,N-bis-(imidazol-2-ylmethyl)aminomethyl]-benzoic acid), C=1C=CC2=C(C1)N=NN2O (HOBt). Solvent: CN(C)C=O (DMF). Run at time 17 hour. Yields the product N1C(=NC=C1)CN(CC=1NC=CN1)CC1=CC=C(C(=O)NC2=CC(=CC=C2)CN(CCC)CCC)C=C1 (4-{[bis(1H-imidazol-2-ylmethyl)-amino]-methyl}-N-(3-dipropylaminomethylphenyl)-benzamide). RXN SMILES: [CH2:1]([N:4]([CH2:8][C:9]1[CH:10]=[C:11]([CH:13]=[CH:14][CH:15]=1)[NH2:12])[CH2:5][CH2:6][CH3:7])[CH2:2][CH3:3].[NH:16]1[CH:20]=[CH:19][N:18]=[C:17]1[CH2:21][N:22]([CH2:29][C:30]1[CH:38]=[CH:37][C:33]([C:34](O)=[O:35])=[CH:32][CH:31]=1)[CH2:23][C:24]1[NH:25][CH:26]=[CH:27][N:28]=1.C1C=CC2N(O)N=NC=2C=1.N=C=N>CN(C=O)C>[NH:16]1[CH:20]=[CH:19][N:18]=[C:17]1[CH2:21][N:22]([CH2:29][C:30]1[CH:38]=[CH:37][C:33]([C:34]([NH:12][C:11]2[CH:13]=[CH:14][CH:15]=[C:9]([CH2:8][N:4]([CH2:5][CH2:6][CH3:7])[CH2:1][CH2:2][CH3:3])[CH:10]=2)=[O:35])=[CH:32][CH:31]=1)[CH2:23][C:24]1[NH:28][CH:27]=[CH:26][N:25]=1. Reported procedure: The compound (51.6 mg) obtained in Example 33-2, the compound (117 mg) obtained in Example 2-2, and HOBt (50.0 mg) were dissolved in anhydrous DMF (2.5 ml). Then, the solution was added with PS-carbodiimide (manufactured by Argonaut Technologies, Inc.) (373.1 mg), followed by stirring at room temperature for 17 hours. After completion of the reaction, the mixture was filtrated and the solvent was then distilled off. The residue was dissolved in chloroform and washed with a 1 mol/l sodium hydroxi... Starting materials: ClCCl, Cc1ccc(C)n1-c1scnc1CO. Product: Cc1ccc(C)n1-c1scnc1C=O. As a reaction SMILES: [CH2:15]([Cl:16])[Cl:17].[CH3:1][c:2]1[n:3](-[c:8]2[c:9]([CH2:13][OH:14])[n:10][cH:11][s:12]2)[c:4]([CH3:7])[cH:5][cH:6]1>>[CH3:1][c:2]1[n:3](-[c:8]2[c:9]([CH:13]=[O:14])[n:10][cH:11][s:12]2)[c:4]([CH3:7])[cH:5][cH:6]1.